Dataset: the Open Reaction Database (ORD), a public repository of structured organic reaction records. Task: describe an organic reaction: reactants, conditions, products, and yield The reactants are CS(=O)(=O)c1cc([N+](=O)[O-])ccc1OC(F)(F)F, CO, [H][H]. Product: CS(=O)(=O)c1cc(N)ccc1OC(F)(F)F. Reaction SMILES: [CH3:1][S:2](=[O:3])(=[O:4])[c:5]1[cH:6][c:7]([N+:16]([O-:17])=[O:18])[cH:8][cH:9][c:10]1[O:11][C:12]([F:13])([F:14])[F:15].[CH3:21][OH:22].[H:19][H:20]>>[CH3:1][S:2](=[O:3])(=[O:4])[c:5]1[cH:6][c:7]([NH2:16])[cH:8][cH:9][c:10]1[O:11][C:12]([F:13])([F:14])[F:15].